This data is from the Open Reaction Database (ORD), a public repository of structured organic reaction records. The task is: describe an organic reaction: reactants, conditions, products, and yield The reactants are O=C([O-])[O-], C=CCBr, Nc1ccc(OCc2ccccc2)cc1, CN(C)C=O, [K+], [K+]. The product is C=CCNc1ccc(OCc2ccccc2)cc1. As a reaction SMILES: [C:20](=[O:21])([O-:22])[O-:23].[CH2:16]([CH:17]=[CH2:18])[Br:19].[CH2:1]([c:2]1[cH:3][cH:4][cH:5][cH:6][cH:7]1)[O:8][c:9]1[cH:10][cH:11][c:12]([NH2:13])[cH:14][cH:15]1.[CH3:26][N:27]([CH3:28])[CH:29]=[O:30].[K+:24].[K+:25]>>[CH2:1]([c:2]1[cH:3][cH:4][cH:5][cH:6][cH:7]1)[O:8][c:9]1[cH:10][cH:11][c:12]([NH:13][CH2:18][CH:17]=[CH2:16])[cH:14][cH:15]1. RXN SMILES: [F:1][C:2]1[C:10]([O:11][CH3:12])=[CH:9][CH:8]=[CH:7][C:3]=1[CH:4]=[N:5]O>C(O)C.[Pd]>[F:1][C:2]1[C:10]([O:11][CH3:12])=[CH:9][CH:8]=[CH:7][C:3]=1[CH2:4][NH2:5]. Reagents/catalysts: [Pd] (palladium on carbon). Reaction conditions: time 2 hour. Reported procedure: To a stirred solution of the oxime (14) (1.50 g, 8.86 mmol) in ethanol (70 mL) under nitrogen was added 10% palladium on carbon (100 mg). The reaction mixture was placed under an atmosphere of hydrogen and stirred at RT for 2 hr. The reaction mixture was filtered through Celite™, and was then evaporated in vacuo to remove the ethanol. The resultant crude residue was partitioned between ethyl acetate (50 mL) and aq hydrochloric acid (2 M, 50 mL). The aq layer was separated and was neutralised wit... The product is FC1=C(C=CC=C1OC)CN ((2-Fluoro-3-methoxyphenyl)methanamine). Solvent: C(C)O (ethanol). The reactants are FC1=C(C=NO)C=CC=C1OC (2-fluoro-3-methoxybenzaldehyde oxime). Reactants: CN(c1cc(OCC(N)=O)cc2cc(C3=NCC(CN4CCSCC4)S3)[nH]c12)S(=O)(=O)c1ccccn1, CCO, CCOC(C)=O, [Na+], [Na+], C1CCOC1, O, O=S([O-])([O-])=S. Product: CN(c1cc(OCC(N)=O)cc2cc(C3=NCC(CN4CCS(=O)CC4)S3)[nH]c12)S(=O)(=O)c1ccccn1. As a reaction SMILES: [CH3:1][N:2]([c:3]1[cH:4][c:5]([O:24][CH2:25][C:26](=[O:27])[NH2:28])[cH:6][c:7]2[cH:8][c:9]([C:12]3=[N:16][CH2:15][CH:14]([CH2:17][N:18]4[CH2:19][CH2:20][S:21][CH2:22][CH2:23]4)[S:13]3)[nH:10][c:11]12)[S:29](=[O:30])(=[O:31])[c:32]1[n:33][cH:34][cH:35][cH:36][cH:37]1.[CH3:51][CH2:52][OH:53].[CH3:54][CH2:55][O:56][C:57](=[O:58])[CH3:59].[Na+:44].[Na+:45].[O:46]1[CH2:47][CH2:48][CH2:49][CH2:50]1.[OH2:38].[S:39]([O-:40])(=[O:41])([O-:42])=[S:43]>>[CH3:1][N:2]([c:3]1[cH:4][c:5]([O:24][CH2:25][C:26](=[O:27])[NH2:28])[cH:6][c:7]2[cH:8][c:9]([C:12]3=[N:16][CH2:15][CH:14]([CH2:17][N:18]4[CH2:19][CH2:20][S:21](=[O:41])[CH2:22][CH2:23]4)[S:13]3)[nH:10][c:11]12)[S:29](=[O:30])(=[O:31])[c:32]1[n:33][cH:34][cH:35][cH:36][cH:37]1. The solvent is C([O-])(O)=O.[Na+] (sodium bicarbonate), C(C)(=O)OCC (ethyl acetate). RXN SMILES: C(Cl)Cl.[C:4]1([C:30]2[CH:35]=[CH:34][CH:33]=[CH:32][CH:31]=2)[CH:9]=[CH:8][CH:7]=[C:6]([CH2:10][NH:11][C:12](=[O:29])/[CH:13]=[CH:14]/[C:15]2[CH:20]=[CH:19][C:18]([N:21]3[CH:25]=[C:24]([CH3:26])[N:23]=[CH:22]3)=[C:17]([O:27]C)[CH:16]=2)[CH:5]=1.B(Br)(Br)Br>C(=O)(O)[O-].[Na+].C(OCC)(=O)C>[C:4]1([C:30]2[CH:35]=[CH:34][CH:33]=[CH:32][CH:31]=2)[CH:9]=[CH:8][CH:7]=[C:6]([CH2:10][NH:11][C:12](=[O:29])/[CH:13]=[CH:14]/[C:15]2[CH:20]=[CH:19][C:18]([N:21]3[CH:25]=[C:24]([CH3:26])[N:23]=[CH:22]3)=[C:17]([OH:27])[CH:16]=2)[CH:5]=1 |f:3.4|. Run at time 6 hour. Product: C1(=CC(=CC=C1)CNC(\C=C\C1=CC(=C(C=C1)N1C=NC(=C1)C)O)=O)C1=CC=CC=C1 ((E)-N-biphenyl-3-ylmethyl-3-[3-hydroxy-4-(4-methyl-1H-imidazol-1-yl)phenyl]acrylic acid amide). Procedure details: To a methylene chloride solution (3 mL) of (E)-N-biphenyl-3-ylmethyl-3-(3-methoxy-4-(4-methyl-1H-imidazol-1-yl)phenyl)acrylic acid amide (100 mg) obtained in Example 121, boron tribromide (1M pentane solution, 1.18 mL) was added dropwise at −78° C. and the reaction solution was agitated at room temperature for 6 hours. The reaction solution was diluted with a saturated sodium bicarbonate solution and ethyl acetate, and the organic layer was partitioned. The organic layer was concentrated under r... Reactants: C(Cl)Cl (methylene chloride), C1(=CC(=CC=C1)CNC(\C=C\C1=CC(=C(C=C1)N1C=NC(=C1)C)OC)=O)C1=CC=CC=C1 ((E)-N-biphenyl-3-ylmethyl-3-(3-methoxy-4-(4-methyl-1H-imidazol-1-yl)phenyl)acrylic acid amide), B(Br)(Br)Br (boron tribromide). The yield is 17.1%. The reactants are NC=1C=CC(=NC1)C[C@@H](C(=O)OC)NC(=O)OC(C)(C)C ((S)-methyl 3-(5-aminopyridin-2-yl)-2-(tert-butoxycarbonylamino)propanoate). The reagents and catalysts are [Rh] (Rh/C). Solvent: CC(=O)O (AcOH). Run at time 25 hour. The product is NC1CN2C([C@H](CC2CC1)NC(OC(C)(C)C)=O)=O (tert-butyl (2S)-6-amino-3-oxooctahydroindolizin-2-ylcarbamate). The yield is 103.7%. As a reaction SMILES: [NH2:1][C:2]1[CH:3]=[CH:4][C:5]([CH2:8][C@H:9]([NH:14][C:15]([O:17][C:18]([CH3:21])([CH3:20])[CH3:19])=[O:16])[C:10](OC)=[O:11])=[N:6][CH:7]=1>CC(O)=O.[Rh]>[NH2:1][CH:2]1[CH2:3][CH2:4][CH:5]2[N:6]([C:10](=[O:11])[C@@H:9]([NH:14][C:15](=[O:16])[O:17][C:18]([CH3:21])([CH3:20])[CH3:19])[CH2:8]2)[CH2:7]1. Reported procedure: A solution of (S)-methyl 3-(5-aminopyridin-2-yl)-2-(tert-butoxycarbonylamino)propanoate (0.965 g, 3.27 mmol) 127.1 (prepared as described in WO2002068393) in glacial AcOH (40 mL) was treated with 5% Rh/C (0.67 g) and stirred at room temperature under a 60 psi H2 atmosphere for 25 hr. The catalyst was removed by filtration through a celite pad, rinsing with MeOH. The filtrate was concentrated to dryness and azeotroped from toluene (2×). The residue was dissolved in MeOH (50 mL) and treated with p...